This data is from the Open Reaction Database (ORD), a public repository of structured organic reaction records. The task is: describe an organic reaction: reactants, conditions, products, and yield Reactants: N1C=C(C(=C1)C(=O)OCC)C(=O)OCC (Diethyl pyrrole-3,4-dicarboxylate), O.NN (hydrazine monohydrate), C(C)O (ethanol). Conditions: temperature 140 celsius. Yields the product N1C=CC=2C(NNC(C21)=O)=O (pyrrolo[4,5-d]pyridazin-4(5H),7(6H)-dione). Yield: 84.0%. Reaction SMILES: [NH:1]1[CH:5]=[C:4](C(OCC)=O)[C:3]([C:11]([O:13]CC)=O)=[CH:2]1.O.[NH2:17][NH2:18].[CH2:19]([OH:21])C>>[NH:1]1[C:2]2[C:19](=[O:21])[NH:18][NH:17][C:11](=[O:13])[C:3]=2[CH:4]=[CH:5]1 |f:1.2|. Procedure: Diethyl pyrrole-3,4-dicarboxylate (10 g, 47.39 mmol) was heated to reflux with hydrazine monohydrate (5 mL) in ethanol (50 mL) for 24 hours. After this time, the pale yellow precipitate formed was filtered, washed with methanol (2×20 mL), air dried, resuspended in anhydrous hydrazine (20 mL), and refluxed at 140° C. for 12 hours. The clear solution was concentrated under reduced pressure. The residue was dissolved in boiling water (70 mL), acidified (pH 4) with concentrated HCl and filtered. The... The reactants are FC(C(=O)O)(F)F (trifluoroacetic acid), C1(=CC=CC=C1)S(=O)(=O)NC(CC(=O)OCC)C1=CC(=CC=C1)NS(=O)(=O)C1=CC(=CC=C1)N(C(=NC(=O)OC(C)(C)C)N)C(=O)OC(C)(C)C (Ethyl 3-benzenesulphonylamino-3-(3-(3-[N,N′-bis-t-butoxycarbonyl-guanidino]-phenylsulphonylamino)-phenyl)-propionate). Solvent: C(Cl)Cl (methylene chloride). Reaction conditions: time 4 hour. Product: C1(=CC=CC=C1)S(=O)(=O)NC(CC(=O)OCC)C1=CC(=CC=C1)NS(=O)(=O)C1=CC(=CC=C1)NC(=N)N (Ethyl 3-benzenesulphonylamino-3-(3-[3-guanidinophenylsulphonylamino]-phenyl)propionate). The yield is 55.6%. As a reaction SMILES: FC(F)(F)C(O)=O.[C:8]1([S:14]([NH:17][CH:18]([C:25]2[CH:30]=[CH:29][CH:28]=[C:27]([NH:31][S:32]([C:35]3[CH:40]=[CH:39][CH:38]=[C:37]([N:41](C(OC(C)(C)C)=O)[C:42]([NH2:51])=[N:43]C(OC(C)(C)C)=O)[CH:36]=3)(=[O:34])=[O:33])[CH:26]=2)[CH2:19][C:20]([O:22][CH2:23][CH3:24])=[O:21])(=[O:16])=[O:15])[CH:13]=[CH:12][CH:11]=[CH:10][CH:9]=1>C(Cl)Cl>[C:8]1([S:14]([NH:17][CH:18]([C:25]2[CH:30]=[CH:29][CH:28]=[C:27]([NH:31][S:32]([C:35]3[CH:40]=[CH:39][CH:38]=[C:37]([NH:41][C:42]([NH2:51])=[NH:43])[CH:36]=3)(=[O:34])=[O:33])[CH:26]=2)[CH2:19][C:20]([O:22][CH2:23][CH3:24])=[O:21])(=[O:15])=[O:16])[CH:9]=[CH:10][CH:11]=[CH:12][CH:13]=1. Reported procedure: 2 ml of trifluoroacetic acid were added to a solution of 246 mg of (1g) in 2 ml of methylene chloride. The reaction was stirred at room temperature for 4 h and the solvent was then removed on a rotary evaporator. 100 mg of a viscous oil were obtained by means of chromatographic purification (dichloromethane/methanol 1:1). Reactants: COC([C@@H](NC(=O)C1(CCCC1)CC1=CC=C(C=C1)OC)CC1=CC=C(C=C1)N)=O (4-Amino-N-[[1-[(4-methoxyphenyl)methyl]cyclopentyl]carbonyl]-L-phenylalanine methyl ester), CC1=C(C(=O)O)C=C(C=C1)[N+](=O)[O-] (2-methyl-5-nitrobenzoic acid). The product is COC1=CC=C(C=C1)CC1(CCCC1)C(=O)N[C@@H](CC1=CC=C(C=C1)NC(=O)C1=C(C=CC(=C1)[N+](=O)[O-])C)C(=O)O (N-[[1-[(4-methoxyphenyl)methyl]cyclopentyl]carbonyl]-4-[[(2-methyl-5-nitrophenyl)carbonyl]amino]-L-phenylalanine). Isolated yield 72.1%. As a reaction SMILES: C[O:2][C:3](=[O:30])[C@H:4]([CH2:22][C:23]1[CH:28]=[CH:27][C:26]([NH2:29])=[CH:25][CH:24]=1)[NH:5][C:6]([C:8]1([CH2:13][C:14]2[CH:19]=[CH:18][C:17]([O:20][CH3:21])=[CH:16][CH:15]=2)[CH2:12][CH2:11][CH2:10][CH2:9]1)=[O:7].[CH3:31][C:32]1[CH:40]=[CH:39][C:38]([N+:41]([O-:43])=[O:42])=[CH:37][C:33]=1[C:34](O)=[O:35]>>[CH3:21][O:20][C:17]1[CH:18]=[CH:19][C:14]([CH2:13][C:8]2([C:6]([NH:5][C@H:4]([C:3]([OH:2])=[O:30])[CH2:22][C:23]3[CH:28]=[CH:27][C:26]([NH:29][C:34]([C:33]4[CH:37]=[C:38]([N+:41]([O-:43])=[O:42])[CH:39]=[CH:40][C:32]=4[CH3:31])=[O:35])=[CH:25][CH:24]=3)=[O:7])[CH2:12][CH2:11][CH2:10][CH2:9]2)=[CH:15][CH:16]=1. Procedure details: 4-Amino-N-[[1-[(4-methoxyphenyl)methyl]cyclopentyl]carbonyl]-L-phenylalanine methyl ester (23.4 mg, 0.057 mmol) and 2-methyl-5-nitrobenzoic acid 13 mg, 0.07 mmol) were reacted as described in example 40 to give 23 mg (69%) of N-[[1-[(4-methoxyphenyl)methyl]cyclopentyl]carbonyl]-4-[[(2-methyl-5-nitrophenyl)carbonyl]amino]-L-phenylalanine, HR—FAB—MS: obs. mass 560.2413. Calcd. mass 560.2397 (M+H). Reactants: COC([C@@](NC(=O)OC(C)(C)C)(CC1=CC=C(C=C1)O)C)=O (N-t-butyloxycarbonyl-α-methyltyrosine methylester). Solvent: C(C)O (ethanol), CCOC(=O)C.CCCCCC (EtOAc Hexane). Yields the product COC([C@@](NC(=O)OC(C)(C)C)(CC1=CC=C(C=C1)OCCCO)C)=O (N-t-Butyloxycarbonyl-O-[3-hydroxypropyl]-αmethyltyrosine methylester). As a reaction SMILES: [CH3:1][O:2][C:3](=[O:22])[C@:4]([CH3:21])([CH2:13][C:14]1[CH:19]=[CH:18][C:17]([OH:20])=[CH:16][CH:15]=1)[NH:5][C:6]([O:8][C:9]([CH3:12])([CH3:11])[CH3:10])=[O:7]>C(O)C.CCOC(C)=O.CCCCCC>[CH3:1][O:2][C:3](=[O:22])[C@:4]([CH3:21])([CH2:13][C:14]1[CH:19]=[CH:18][C:17]([O:20][CH2:13][CH2:4][CH2:3][OH:2])=[CH:16][CH:15]=1)[NH:5][C:6]([O:8][C:9]([CH3:12])([CH3:10])[CH3:11])=[O:7] |f:2.3|. Procedure details: The N-t-butyloxycarbonyl-α-methyltyrosine methylester (1.70 g) from the previous synthesis was dissolved in 25 ml of absolute ethanol and treated with dry sodiun ethoxide (742 mg). 3-Bromopropanol (924 mg, 0.6 ml) was added and the solution was refluxed for 5 hours. The ethanol was then evaporated, 100 ml of dichloromethane added and the solution washed with 100 ml of water. After drying over MgSO4 the solvent was evaporated to yield two spots on a TLC plate developed in EtOAc:Hexane 1:1. The fi... Starting materials: OC=1C=C2C(CC3(C2=CC1)CCCC3)=O (5'-hydroxy-spiro(cyclopentane-1,1'-indan)-3'-one), C([O-])([O-])=O.[K+].[K+] (potassium carbonate), CI (methyl iodide). The solvent is CC(=O)C (acetone). Product: COC=1C=C2C(CC3(C2=CC1)CCCC3)=O (5'-methoxy-spiro(cyclopentane-1,1'-indan)-3'-one). RXN SMILES: [OH:1][C:2]1[CH:3]=[C:4]2[C:8](=[CH:9][CH:10]=1)[C:7]1([CH2:14][CH2:13][CH2:12][CH2:11]1)[CH2:6][C:5]2=[O:15].[C:16](=O)([O-])[O-].[K+].[K+].CI>CC(C)=O>[CH3:16][O:1][C:2]1[CH:3]=[C:4]2[C:8](=[CH:9][CH:10]=1)[C:7]1([CH2:14][CH2:13][CH2:12][CH2:11]1)[CH2:6][C:5]2=[O:15] |f:1.2.3|. Reported procedure: A mixture of 5'-hydroxy-spiro(cyclopentane-1,1'-indan)-3'-one (20.2 g; 0.1 mole), acetone (1000 ml), anhydrous potassium carbonate (37.5 g) and methyl iodide (50 ml) is refluxed for 5-6 hours. The mixture is evaporated to dryness, after which the residue is taken up in water and trichloroethylene. The trichloroetylene solution is extracted with 2×150 ml of 2 N sodium hydroxide and dried with anhydrous magnesium sulphate. The solvent is distilled off and a yellow oil is obtained, which soon cryst... Reactants: CCOC(=O)CC#N, CC[O-], CCO, CCOC(=O)C=Cc1ccc(F)cc1, [Na+]. Yields the product CCOC(=O)CC(c1ccc(F)cc1)C(C#N)C(=O)OCC. As a reaction SMILES: [C:1](#[N:2])[CH2:3][C:4](=[O:5])[O:6][CH2:7][CH3:8].[CH3:10][CH2:11][O-:12].[CH3:27][CH2:28][OH:29].[F:13][c:14]1[cH:15][cH:16][c:17]([CH:18]=[CH:19][C:20](=[O:21])[O:22][CH2:23][CH3:24])[cH:25][cH:26]1.[Na+:9]>>[C:1](#[N:2])[CH:3]([C:4](=[O:5])[O:6][CH2:7][CH3:8])[CH:18]([c:17]1[cH:16][cH:15][c:14]([F:13])[cH:26][cH:25]1)[CH2:19][C:20](=[O:21])[O:22][CH2:23][CH3:24]. Starting materials: C[N+]1([O-])CCOCC1, CCC[N+](CCC)(CCC)CCC, Cc1c(S(=O)(=O)c2ccc(Cl)cc2)csc1CO, ClCCl, O=[Ru](=O)(=O)[O-]. Yields the product Cc1c(S(=O)(=O)c2ccc(Cl)cc2)csc1C=O. Reaction SMILES: [CH3:19][N+:20]1([O-:21])[CH2:22][CH2:23][O:24][CH2:25][CH2:26]1.[CH3:35][CH2:36][CH2:37][N+:38]([CH2:39][CH2:40][CH3:41])([CH2:42][CH2:43][CH3:44])[CH2:45][CH2:46][CH3:47].[Cl:1][c:2]1[cH:3][cH:4][c:5]([S:8](=[O:9])(=[O:10])[c:11]2[c:12]([CH3:18])[c:13]([CH2:16][OH:17])[s:14][cH:15]2)[cH:6][cH:7]1.[Cl:27][CH2:28][Cl:29].[O-:30][Ru:31](=[O:32])(=[O:33])=[O:34]>>[Cl:1][c:2]1[cH:3][cH:4][c:5]([S:8](=[O:9])(=[O:10])[c:11]2[c:12]([CH3:18])[c:13]([CH:16]=[O:17])[s:14][cH:15]2)[cH:6][cH:7]1. Run in ClCCCl (DCE), C(Cl)Cl (DCM). Conditions: time 15 minute. Reactants: C(C)(C)(C)OC(=O)N1CC(CC1)(C(=O)O)CNC(=O)OCC1=CC=CC=C1 (3-(benzyloxycarbonylamino-methyl)-pyrrolidine-1,3-dicarboxylic acid 1-tert-butyl ester), O=C1OCCN1P(=O)(N1C(OCC1)=O)Cl (bis(2-oxo-1,3-oxazolidin-3-yl)phosphinic chloride), CCN(C(C)C)C(C)C (DIEA), C1(=CC=CC=C1)N (phenylamine). Yield: 68.3%. RXN SMILES: [C:1]([O:5][C:6]([N:8]1[CH2:12][CH2:11][C:10]([CH2:16][NH:17][C:18]([O:20][CH2:21][C:22]2[CH:27]=[CH:26][CH:25]=[CH:24][CH:23]=2)=[O:19])([C:13]([OH:15])=O)[CH2:9]1)=[O:7])([CH3:4])([CH3:3])[CH3:2].O=C1N(P(Cl)(N2CCOC2=O)=O)CCO1.CCN(C(C)C)C(C)C.[C:52]1([NH2:58])[CH:57]=[CH:56][CH:55]=[CH:54][CH:53]=1>ClCCCl.C(Cl)Cl>[C:1]([O:5][C:6]([N:8]1[CH2:12][CH2:11][C:10]([CH2:16][NH:17][C:18]([O:20][CH2:21][C:22]2[CH:27]=[CH:26][CH:25]=[CH:24][CH:23]=2)=[O:19])([C:13](=[O:15])[NH:58][C:52]2[CH:57]=[CH:56][CH:55]=[CH:54][CH:53]=2)[CH2:9]1)=[O:7])([CH3:3])([CH3:2])[CH3:4]. The product is C(C)(C)(C)OC(=O)N1CC(CC1)(C(NC1=CC=CC=C1)=O)CNC(=O)OCC1=CC=CC=C1 (3-(Benzyloxycarbonylamino-methyl)-3-phenylcarbamoyl-pyrrolidine-1-carboxylic acid tert-butyl ester). Procedure: To a solution of 3-(benzyloxycarbonylamino-methyl)-pyrrolidine-1,3-dicarboxylic acid 1-tert-butyl ester (2200.00 mg; 5.81 mmol; 1.00 eq.) in DCE (40.0 ml), bis(2-oxo-1,3-oxazolidin-3-yl)phosphinic chloride (1627.95 mg; 6.40 mmol; 1.10 eq.) was added. After stirring for 15 mins. DIEA (1.25 ml; 6.98 mmol; 1.20 eq.) and phenylamine (595.55 mg; 6.40 mmol; 1.10 eq) were added. The reaction mixture was stirred overnight at RT. DCM (100 ml) was added. The solution was washed with brine, dried and conce... Reactants: O=C(NCc1cnc(Br)s1)c1cncc2c1cnn2-c1ccc(F)cc1, C[O-], CO, CS(C)=O, [Na+]. Product: COc1ncc(CNC(=O)c2cncc3c2cnn3-c2ccc(F)cc2)s1. As a reaction SMILES: [Br:1][c:2]1[s:3][c:4]([CH2:7][NH:8][C:9](=[O:10])[c:11]2[c:12]3[c:13]([cH:14][n:15][cH:16]2)[n:17](-[c:20]2[cH:21][cH:22][c:23]([F:26])[cH:24][cH:25]2)[n:18][cH:19]3)[cH:5][n:6]1.[CH3:27][O-:28].[CH3:30][OH:31].[CH3:32][S:33]([CH3:34])=[O:35].[Na+:29]>>[c:2]1([O:28][CH3:27])[s:3][c:4]([CH2:7][NH:8][C:9](=[O:10])[c:11]2[c:12]3[c:13]([cH:14][n:15][cH:16]2)[n:17](-[c:20]2[cH:21][cH:22][c:23]([F:26])[cH:24][cH:25]2)[n:18][cH:19]3)[cH:5][n:6]1. The reactants are CN(C)N, Cc1ccc(-c2ccccc2)cc1CN=C=O, Cc1ccccc1. Product: Cc1ccc(-c2ccccc2)cc1CNC(=O)NN(C)C. Reaction SMILES: [CH3:18][N:19]([NH2:20])[CH3:21].[CH3:1][c:2]1[c:3]([CH2:4][N:5]=[C:6]=[O:7])[cH:8][c:9](-[c:12]2[cH:13][cH:14][cH:15][cH:16][cH:17]2)[cH:10][cH:11]1.[CH3:22][c:23]1[cH:24][cH:25][cH:26][cH:27][cH:28]1>>[CH3:1][c:2]1[c:3]([CH2:4][NH:5][C:6](=[O:7])[NH:20][N:19]([CH3:18])[CH3:21])[cH:8][c:9](-[c:12]2[cH:13][cH:14][cH:15][cH:16][cH:17]2)[cH:10][cH:11]1.